From a dataset of the Open Reaction Database (ORD), a public repository of structured organic reaction records. describe an organic reaction: reactants, conditions, products, and yield The reactants are CC(=CCCC(C)=CCOCc1ccccc1)CCC=C(C)CCC=C(C)C(=O)O, C=CC=C, CO, [Li], C1CCOC1. Product: CC(=CCO)CCC=C(C)CCC=C(C)CCC=C(C)C(=O)O. Reaction SMILES: [CH2:1]([c:2]1[cH:3][cH:4][cH:5][cH:6][cH:7]1)[O:8][CH2:9][CH:10]=[C:11]([CH2:12][CH2:13][CH:14]=[C:15]([CH2:16][CH2:17][CH:18]=[C:19]([CH2:20][CH2:21][CH:22]=[C:23]([C:24](=[O:25])[OH:26])[CH3:27])[CH3:28])[CH3:29])[CH3:30].[CH2:32]=[CH:33][CH:34]=[CH2:35].[CH3:36][OH:37].[Li:31].[O:38]1[CH2:39][CH2:40][CH2:41][CH2:42]1>>[OH:8][CH2:9][CH:10]=[C:11]([CH2:12][CH2:13][CH:14]=[C:15]([CH2:16][CH2:17][CH:18]=[C:19]([CH2:20][CH2:21][CH:22]=[C:23]([C:24](=[O:25])[OH:26])[CH3:27])[CH3:28])[CH3:29])[CH3:30]. Starting materials: C([O-])(O)=O.[Na+] (sodium bicarbonate), Cl (hydrochloric acid), B1(OO1)[O-].O.O.O.O.[Na+] (Sodium perborate tetrahydrate), CSC1=C(C(=CC=C1)[N+](=O)[O-])O (2-methylthio-6-nitrophenol). Procedure details: Sodium perborate tetrahydrate (640 mg, 4.16 mmol) was added to a solution of 2-methylthio-6-nitrophenol (120 mg, 0.648 mmol) in acetic acid (6 ml) and the mixture was stirred at 55° C. for4 hours. The residue obtained by concentrating the reaction solution was purified by a silica gel column chromatography (50 g of silica gel; developing solvent, chloroform→chloroform:methanol=50:1→chloroform:methanol=4:1), the resulting residue was suspended in acetic acid (12 ml), under cooling with ice water ... Yields the product NC1=C(C(=CC=C1)S(=O)(=O)C)O (2-amino-6-methanesulfonylphenol). The yield is 21.4%. Reagents/catalysts: [Zn] (zinc). Run in C(C)(=O)O (acetic acid). Reaction conditions: temperature 55 celsius. RXN SMILES: B1([O-])OO1.[OH2:5].[OH2:6].O.O.[Na+].[CH3:10][S:11][C:12]1[CH:17]=[CH:16][CH:15]=[C:14]([N+:18]([O-])=O)[C:13]=1[OH:21].Cl.C(=O)(O)[O-].[Na+]>C(O)(=O)C.[Zn]>[NH2:18][C:14]1[CH:15]=[CH:16][CH:17]=[C:12]([S:11]([CH3:10])(=[O:6])=[O:5])[C:13]=1[OH:21] |f:0.1.2.3.4.5,8.9|. The reactants are O=C(O)c1ccc2cncc(Br)c2n1, O=C(Cl)C(=O)Cl. The product is O=C(O)c1ccc2cncc(Br)c2n1, [Cl-]. RXN SMILES: [Br:7][c:8]1[cH:9][n:10][cH:11][c:12]2[cH:13][cH:14][c:15]([C:18](=[O:19])[OH:20])[n:16][c:17]12.[Cl:1][C:2]([C:3]([Cl:4])=[O:5])=[O:6]>>[Br:7][c:8]1[cH:9][n:10][cH:11][c:12]2[cH:13][cH:14][c:15]([C:18](=[O:19])[OH:20])[n:16][c:17]12.[Cl-:1]. Starting materials: CCOC(=O)C1(O)CCN(OC)CC1, CN(C)c1ccncc1, CN(C)c1ccncc1, Cc1cc(C)c(CC(=O)Cl)c(C)c1, c1ccncc1. Yields the product CCOC(=O)C1(OC(=O)Cc2c(C)cc(C)cc2C)CCN(OC)CC1. Reaction SMILES: [CH2:1]([CH3:2])[O:3][C:4](=[O:5])[C:6]1([OH:14])[CH2:7][CH2:8][N:9]([O:12][CH3:13])[CH2:10][CH2:11]1.[CH3:15][N:16]([CH3:17])[c:18]1[cH:19][cH:20][n:21][cH:22][cH:23]1.[CH3:24][N:25]([c:26]1[cH:27][cH:28][n:29][cH:30][cH:31]1)[CH3:32].[CH3:33][c:34]1[c:35]([CH2:42][C:43](=[O:44])[Cl:45])[c:36]([CH3:41])[cH:37][c:38]([CH3:40])[cH:39]1.[cH:46]1[cH:47][cH:48][n:49][cH:50][cH:51]1>>[CH2:1]([CH3:2])[O:3][C:4](=[O:5])[C:6]1([O:14][C:43]([CH2:42][c:35]2[c:34]([CH3:33])[cH:39][c:38]([CH3:40])[cH:37][c:36]2[CH3:41])=[O:44])[CH2:7][CH2:8][N:9]([O:12][CH3:13])[CH2:10][CH2:11]1.